This data is from the Open Reaction Database (ORD), a public repository of structured organic reaction records. The task is: describe an organic reaction: reactants, conditions, products, and yield Product: NC1=N[C@](CS(C12CCC2)(=O)=O)(C)C=2C=C(C=CC2F)NC(=O)C2=NC=C(C=C2)C#N (5-Cyano-pyridine-2-carboxylic acid [3-((R)-9-amino-7-methyl-5,5-dioxo-5λ6-thia-8-aza-spiro[3.5]non-8-en-7-yl)-4-fluoro-phenyl]-amide). The reactants are C(#N)C=1C=CC(=NC1)C(=O)O (5-cyanopicolinic acid), NC=1C=CC(=C(C1)[C@@]1(CS(C2(CCC2)C(=N1)N)(=O)=O)C)F ((R)-7-(5-amino-2-fluoro-phenyl)-7-methyl-5,5-dioxo-5λ6-thia-8-aza-spiro[3.5]non-8-en-9-ylamine). Reaction SMILES: [C:1]([C:3]1[CH:4]=[CH:5][C:6]([C:9]([OH:11])=O)=[N:7][CH:8]=1)#[N:2].[NH2:12][C:13]1[CH:14]=[CH:15][C:16]([F:32])=[C:17]([C@@:19]2([CH3:31])[N:27]=[C:26]([NH2:28])[C:22]3([CH2:25][CH2:24][CH2:23]3)[S:21](=[O:30])(=[O:29])[CH2:20]2)[CH:18]=1>>[NH2:28][C:26]1[C:22]2([CH2:25][CH2:24][CH2:23]2)[S:21](=[O:29])(=[O:30])[CH2:20][C@:19]([C:17]2[CH:18]=[C:13]([NH:12][C:9]([C:6]3[CH:5]=[CH:4][C:3]([C:1]#[N:2])=[CH:8][N:7]=3)=[O:11])[CH:14]=[CH:15][C:16]=2[F:32])([CH3:31])[N:27]=1. Procedure: Prepared from 5-cyanopicolinic acid (33.1 mg, 224 μmol, Eq: 1.2) and (R)-7-(5-amino-2-fluoro-phenyl)-7-methyl-5,5-dioxo-5λ6-thia-8-aza-spiro[3.5]non-8-en-9-ylamine (58 mg, 186 mmol, Eq: 1.00) as described for example 2 (method b) to give the title compound (39 mg, 88.3 mmol, 47.4% yield) as a light yellow foam. MS (ISP): m/z=442.4 [(M+H)+]. The yield is 39419.6%. Reported procedure: To a stirred solution of 3,5-dimethoxypyridine (780 mg, 5.6 mmol) in dry MeCN (24 ml) was added N-bromosuccinimide (1.0 g, 5.6 mmol) and the reaction was heated to reflux for 1 hour. After cooling, the solvent was removed under vacuum and the residue was triturated with diethyl ether to precipitate the succinimide by-product and filtered. The filtrate was concentrated onto silica-gel and the residue purified by flash chromatography (silica-gel, eluted with hexanes:EtOAc, 3:1) to afford the produ... The solvent is CC#N (MeCN). The product is BrC1=NC=C(C=C1OC)OC (2-Bromo-3,5-dimethoxypyridine). Isolated yield 70.4%. Reaction SMILES: [CH3:1][O:2][C:3]1[CH:4]=[N:5][CH:6]=[C:7]([O:9][CH3:10])[CH:8]=1.[Br:11]N1C(=O)CCC1=O>CC#N>[Br:11][C:4]1[C:3]([O:2][CH3:1])=[CH:8][C:7]([O:9][CH3:10])=[CH:6][N:5]=1. Starting materials: COC=1C=NC=C(C1)OC (3,5-dimethoxypyridine), BrN1C(CCC1=O)=O (N-bromosuccinimide). The reactants are C(C1=CC=CC=C1)OCCCOC1=CC(=C(C=C1)CC=1C(NNC1C(C)C)=O)C (4-{[4-(3-benzyloxypropoxy)-2-methylphenyl]methyl}-1,2-dihydro-5-isopropyl-3H-pyrazol-3-one), CC(=O)OC[C@@H]1[C@@H]([C@@H]([C@H]([C@H](O1)Br)OC(=O)C)OC(=O)C)OC(=O)C (acetobromo-α-D-galactose), CC(=O)OC[C@@H]1[C@H]([C@@H]([C@H]([C@H](O1)Br)OC(=O)C)OC(=O)C)OC(=O)C (acetobromo-α-D-glucose). The product is C(C)(=O)O[C@H]1[C@@H](O[C@@H]([C@@H]([C@@H]1OC(C)=O)OC(C)=O)COC(C)=O)OC1=NNC(=C1CC1=C(C=C(C=C1)OCCCOCC1=CC=CC=C1)C)C(C)C (3-(2,3,4,6-Tetra-O-acetyl-β-D-galactopyranosyloxy)-4-{[4-(3-benzyloxypropoxy)-2-methylphenyl]methyl}-5-isopropyl-1H-pyrazole). Reaction SMILES: [CH2:1]([O:8][CH2:9][CH2:10][CH2:11][O:12][C:13]1[CH:18]=[CH:17][C:16]([CH2:19][C:20]2[C:21](=[O:28])[NH:22][NH:23][C:24]=2[CH:25]([CH3:27])[CH3:26])=[C:15]([CH3:29])[CH:14]=1)[C:2]1[CH:7]=[CH:6][CH:5]=[CH:4][CH:3]=1.[CH3:30][C:31]([O:33][CH2:34][C@H:35]1[O:40][C@H:39](Br)[C@H:38]([O:42][C:43]([CH3:45])=[O:44])[C@@H:37]([O:46][C:47]([CH3:49])=[O:48])[C@H:36]1[O:50][C:51]([CH3:53])=[O:52])=[O:32].CC(OC[C@H]1O[C@H](Br)[C@H](OC(C)=O)[C@@H](OC(C)=O)[C@@H]1OC(C)=O)=O>>[C:43]([O:42][C@@H:38]1[C@@H:37]([O:46][C:47](=[O:48])[CH3:49])[C@@H:36]([O:50][C:51](=[O:52])[CH3:53])[C@@H:35]([CH2:34][O:33][C:31](=[O:32])[CH3:30])[O:40][C@H:39]1[O:28][C:21]1[C:20]([CH2:19][C:16]2[CH:17]=[CH:18][C:13]([O:12][CH2:11][CH2:10][CH2:9][O:8][CH2:1][C:2]3[CH:7]=[CH:6][CH:5]=[CH:4][CH:3]=3)=[CH:14][C:15]=2[CH3:29])=[C:24]([CH:25]([CH3:27])[CH3:26])[NH:23][N:22]=1)(=[O:44])[CH3:45]. Procedure details: The title compound was prepared in a similar manner to that described in Reference Example 17 using 4-{[4-(3-benzyloxypropoxy)-2-methylphenyl]methyl}-1,2-dihydro-5-isopropyl-3H-pyrazol-3-one and acetobromo-α-D-galactose instead of 4-{[4-(3-benzyloxypropoxy)phenyl]methyl}-1,2-dihydro-5-isopropyl-3H-pyrazol-3-one and acetobromo-α-D-glucose, respectively. Isolated yield 63.6%. Conditions: temperature 22 celsius, time 3 hour. The product is [Si](C1=CC=CC=C1)(C1=CC=CC=C1)(C(C)(C)C)OCCCC1=CC=C(OC(C=O)(C)C)C=C1 (2-[4-[3-(tert-Butyldiphenyisilyloxy)propyl]phenoxy]-2-methyl propionaldehyde). The solvent is C(C)(=O)OCC (ethyl acetate), ClCCl (dichloromethane). The reactants are [Si](C1=CC=CC=C1)(C1=CC=CC=C1)(C(C)(C)C)OCCCC1=CC=C(OC(CO)(C)C)C=C1 (2-[4-[3-(tert-butyldiphenylsilyloxy)propyl]phenoxy]-2-methyl propanol), CC(=O)OI1(C2=CC=CC=C2C(=O)O1)(OC(=O)C)OC(=O)C (1,1,1-triacetoxy-1,1-dihydro-1,2-benziodoxol-3(1H)-one). Reported procedure: A solution of 2-[4-[3-(tert-butyldiphenylsilyloxy)propyl]phenoxy]-2-methyl propanol (5.14 g, 11.1 mmol) in dry dichloromethane (150 ml) was treated with 1,1,1-triacetoxy-1,1-dihydro-1,2-benziodoxol-3(1H)-one (Dess-Martin periodi-nane) (19.2 g, 45.3 mmol) and the resulting mixture was stirred at 22° C. for 3 hours. The reaction mixture was then diluted with ethyl acetate, washed with 5% sodium thiosulfate, saturated sodium bicarbonate, brine and dried (magnesium sulfate). Evaporation of the solve... Reaction SMILES: [Si:1]([O:18][CH2:19][CH2:20][CH2:21][C:22]1[CH:33]=[CH:32][C:25]([O:26][C:27]([CH3:31])([CH3:30])[CH2:28][OH:29])=[CH:24][CH:23]=1)([C:14]([CH3:17])([CH3:16])[CH3:15])([C:8]1[CH:13]=[CH:12][CH:11]=[CH:10][CH:9]=1)[C:2]1[CH:7]=[CH:6][CH:5]=[CH:4][CH:3]=1.CC(OI1(OC(C)=O)(OC(C)=O)OC(=O)C2C1=CC=CC=2)=O>ClCCl.C(OCC)(=O)C>[Si:1]([O:18][CH2:19][CH2:20][CH2:21][C:22]1[CH:33]=[CH:32][C:25]([O:26][C:27]([CH3:31])([CH3:30])[CH:28]=[O:29])=[CH:24][CH:23]=1)([C:14]([CH3:17])([CH3:16])[CH3:15])([C:2]1[CH:7]=[CH:6][CH:5]=[CH:4][CH:3]=1)[C:8]1[CH:9]=[CH:10][CH:11]=[CH:12][CH:13]=1. Reactants: C1CCOC1, CCOC(=O)c1ccc(OCCNCCC(=O)Cc2ccc(NC(=O)Nc3ccccc3C)c(OC)c2)c(OC)c1, Cl, [Na+], [OH-]. Yields the product COc1cc(CC(=O)CCNCCOc2ccc(C(=O)O)cc2OC)ccc1NC(=O)Nc1ccccc1C. RXN SMILES: [CH2:45]1[O:46][CH2:47][CH2:48][CH2:49]1.[CH3:1][O:2][c:3]1[cH:4][c:5]([C:6](=[O:7])[O:8][CH2:9][CH3:10])[cH:11][cH:12][c:13]1[O:14][CH2:15][CH2:16][NH:17][CH2:18][CH2:19][C:20]([CH2:21][c:22]1[cH:23][c:24]([O:39][CH3:40])[c:25]([NH:28][C:29](=[O:30])[NH:31][c:32]2[c:33]([CH3:38])[cH:34][cH:35][cH:36][cH:37]2)[cH:26][cH:27]1)=[O:41].[ClH:44].[Na+:43].[OH-:42]>>[CH3:1][O:2][c:3]1[cH:4][c:5]([C:6](=[O:7])[OH:8])[cH:11][cH:12][c:13]1[O:14][CH2:15][CH2:16][NH:17][CH2:18][CH2:19][C:20]([CH2:21][c:22]1[cH:23][c:24]([O:39][CH3:40])[c:25]([NH:28][C:29](=[O:30])[NH:31][c:32]2[c:33]([CH3:38])[cH:34][cH:35][cH:36][cH:37]2)[cH:26][cH:27]1)=[O:41]. The reactants are CCOC(=O)c1noc(C(Cc2ccc3ccccc3c2)N(C)C(=O)OC(C)(C)C)n1, CCOC(C)=O, Cl. Product: CCOC(=O)c1noc(C(Cc2ccc3ccccc3c2)NC)n1, Cl. As a reaction SMILES: [CH2:1]([CH3:2])[O:3][C:4](=[O:5])[c:6]1[n:7][o:8][c:9]([CH:11]([CH2:12][c:13]2[cH:14][c:15]3[cH:16][cH:17][cH:18][cH:19][c:20]3[cH:21][cH:22]2)[N:23]([CH3:24])[C:25]([O:26][C:27]([CH3:28])([CH3:29])[CH3:30])=[O:31])[n:10]1.[CH3:33][CH2:34][O:35][C:36](=[O:37])[CH3:38].[ClH:32]>>[CH2:1]([CH3:2])[O:3][C:4](=[O:5])[c:6]1[n:7][o:8][c:9]([CH:11]([CH2:12][c:13]2[cH:14][c:15]3[cH:16][cH:17][cH:18][cH:19][c:20]3[cH:21][cH:22]2)[NH:23][CH3:24])[n:10]1.[ClH:32]. Starting materials: C1CCOC1, CCN(C(C)C)C(C)C, Cc1nc2c(o1)c(C(=O)O)cc1nc(Nc3c(Cl)cccc3Cl)[nH]c12, O=C(Cl)C(=O)Cl, NC1CCC(F)(F)CC1. Product: Cc1nc2c(o1)c(C(=O)NC1CCC(F)(F)CC1)cc1nc(Nc3c(Cl)cccc3Cl)[nH]c12. RXN SMILES: [CH2:50]1[O:51][CH2:52][CH2:53][CH2:54]1.[CH:41]([N:42]([CH2:43][CH3:44])[CH:45]([CH3:46])[CH3:47])([CH3:48])[CH3:49].[Cl:1][c:2]1[c:3]([NH:9][c:10]2[n:11][c:12]3[cH:13][c:14]([C:23](=[O:24])[OH:25])[c:15]4[c:16]([n:17][c:18]([CH3:20])[o:19]4)[c:21]3[nH:22]2)[c:4]([Cl:8])[cH:5][cH:6][cH:7]1.[Cl:26][C:27]([C:28]([Cl:29])=[O:30])=[O:31].[F:32][C:33]1([F:40])[CH2:34][CH2:35][CH:36]([NH2:39])[CH2:37][CH2:38]1>>[Cl:1][c:2]1[c:3]([NH:9][c:10]2[n:11][c:12]3[cH:13][c:14]([C:23](=[O:24])[NH:39][CH:36]4[CH2:35][CH2:34][C:33]([F:32])([F:40])[CH2:38][CH2:37]4)[c:15]4[c:16]([n:17][c:18]([CH3:20])[o:19]4)[c:21]3[nH:22]2)[c:4]([Cl:8])[cH:5][cH:6][cH:7]1.